Dataset: the Open Reaction Database (ORD), a public repository of structured organic reaction records. Task: describe an organic reaction: reactants, conditions, products, and yield Starting materials: O(C1=CC=CC=C1)C1CCNCC1 (4-phenoxypiperidine), BrCCCOC1=CC=C(C=C1)F (1-bromo-3-(4-fluorophenoxy)propane), C([O-])([O-])=O.[K+].[K+] (potassium carbonate). Run in CC(=O)C (acetone). The product is O(C1=CC=CC=C1)C1CCN(CC1)CCCOC1=CC=C(C=C1)F (4-Phenoxy-1-[(4-fluorophenoxy)propyl]piperidine). RXN SMILES: [O:1]([CH:8]1[CH2:13][CH2:12][NH:11][CH2:10][CH2:9]1)[C:2]1[CH:7]=[CH:6][CH:5]=[CH:4][CH:3]=1.Br[CH2:15][CH2:16][CH2:17][O:18][C:19]1[CH:24]=[CH:23][C:22]([F:25])=[CH:21][CH:20]=1.C(=O)([O-])[O-].[K+].[K+]>CC(C)=O>[O:1]([CH:8]1[CH2:13][CH2:12][N:11]([CH2:15][CH2:16][CH2:17][O:18][C:19]2[CH:20]=[CH:21][C:22]([F:25])=[CH:23][CH:24]=2)[CH2:10][CH2:9]1)[C:2]1[CH:3]=[CH:4][CH:5]=[CH:6][CH:7]=1 |f:2.3.4|. Reported procedure: A mixture of 4-phenoxypyridine and benzylbromide in acetone was stirred overnight at room temperature. After removal of the solvent, the residue was dissolved in methanol, cooled to -20° C. and treated portionwise with sodium borohydride, and warmed to 0° C. After a standard workup and purification, the resulting tetrahydropyridine adduct was dissolved in methanol and hydrogenated using 20% Pd-C as a catalyst to provide 4-phenoxypiperidine. A mixture of 4-phenoxypiperidine and 1-bromo-3-(4-fluor... The reactants are CS(=O)(=O)OC=1C=C2C=CC(=C(C2=CC1)C(C1=CC=C(C=C1)OCCN1CCCCC1)=O)OS(=O)(=O)C(F)(F)F (trifluoromethanesulfonic acid 6-methanesulfonyloxy-1-[4-(2-piperidin-1-yl-ethoxy)-benzoyl]-naphthalen-2-yl ester), FC=1C(=C(C=C(C1)F)B(O)O)SC (3,5-difluoro-2-methylsulfanyl-benzene boronic acid). Yield: 89.6%. Run at temperature 110 celsius, time 30 minute. RXN SMILES: [CH3:1][S:2]([O:5][C:6]1[CH:7]=[C:8]2[C:13](=[CH:14][CH:15]=1)[C:12]([C:16](=[O:32])[C:17]1[CH:22]=[CH:21][C:20]([O:23][CH2:24][CH2:25][N:26]3[CH2:31][CH2:30][CH2:29][CH2:28][CH2:27]3)=[CH:19][CH:18]=1)=[C:11](OS(C(F)(F)F)(=O)=O)[CH:10]=[CH:9]2)(=[O:4])=[O:3].[F:41][C:42]1[C:43]([S:52][CH3:53])=[C:44](B(O)O)[CH:45]=[C:46]([F:48])[CH:47]=1>C1C=CC([P]([Pd]([P](C2C=CC=CC=2)(C2C=CC=CC=2)C2C=CC=CC=2)([P](C2C=CC=CC=2)(C2C=CC=CC=2)C2C=CC=CC=2)[P](C2C=CC=CC=2)(C2C=CC=CC=2)C2C=CC=CC=2)(C2C=CC=CC=2)C2C=CC=CC=2)=CC=1.C(=O)([O-])[O-].[Na+].[Na+]>[F:41][C:42]1[C:43]([S:52][CH3:53])=[C:44]([C:11]2[C:12]([C:16](=[O:32])[C:17]3[CH:22]=[CH:21][C:20]([O:23][CH2:24][CH2:25][N:26]4[CH2:27][CH2:28][CH2:29][CH2:30][CH2:31]4)=[CH:19][CH:18]=3)=[C:13]3[C:8](=[CH:9][CH:10]=2)[CH:7]=[C:6]([O:5][S:2]([CH3:1])(=[O:4])=[O:3])[CH:15]=[CH:14]3)[CH:45]=[C:46]([F:48])[CH:47]=1 |f:3.4.5,^1:57,59,78,97|. Reported procedure: Charge a flask with trifluoromethanesulfonic acid 6-methanesulfonyloxy-1-[4-(2-piperidin-1-yl-ethoxy)-benzoyl]-naphthalen-2-yl ester (8.8 g, 14.6 mmol) and 3,5-difluoro-2-methylsulfanyl-benzene boronic acid (9.0 g, 42 mmol) and flush with nitrogen. Dissolve solids in degassed dioxane (240 mL). Add 2M sodium carbonate (120 mL) and Pd(PPh3)4 (6.7 g, 5.9 mmol). Plunge into 110° C. oil bath and stir vigorously. After 30 minutes, cool the reaction to room temperature and filter off solids. Partition ... Reagents/catalysts: C=1C=CC(=CC1)[P](C=2C=CC=CC2)(C=3C=CC=CC3)[Pd]([P](C=4C=CC=CC4)(C=5C=CC=CC5)C=6C=CC=CC6)([P](C=7C=CC=CC7)(C=8C=CC=CC8)C=9C=CC=CC9)[P](C=1C=CC=CC1)(C=1C=CC=CC1)C=1C=CC=CC1 (Pd(PPh3)4). Solvent: C([O-])([O-])=O.[Na+].[Na+] (sodium carbonate). The product is FC=1C(=C(C=C(C1)F)C=1C(=C2C=CC(=CC2=CC1)OS(=O)(=O)C)C(C1=CC=C(C=C1)OCCN1CCCCC1)=O)SC (Methanesulfonic acid 6-(3,5-difluoro-2-methylsulfanyl-phenyl)-5-[4-(2-piperidin-1-yl-ethoxy)-benzoyl]-naphthalen-2-yl ester).